Dataset: the Open Reaction Database (ORD), a public repository of structured organic reaction records. Task: describe an organic reaction: reactants, conditions, products, and yield The reactants are S(O)(O)(=O)=O (sulfuric acid), BrCCCCCCCCCCCCCCC(=O)O (15-bromopentadecanoic acid), C1COCCOCCOCCOCCOCCO1 (18-crown-6), C(C)(CC)[Mg]Br (sec-butyl magnesium bromide), O1CCCC1 (tetrahydrofuran). Conditions: time 1 hour. Yields the product CC(CCCCCCCCCCCCCCC(=O)O)CC (16-methyloctadecanoic acid). The yield is 95.0%. Reaction SMILES: Br[CH2:2][CH2:3][CH2:4][CH2:5][CH2:6][CH2:7][CH2:8][CH2:9][CH2:10][CH2:11][CH2:12][CH2:13][CH2:14][CH2:15][C:16]([OH:18])=[O:17].C1OCCOCCOCCOCCOCCOC1.[CH:37]([Mg]Br)([CH2:39][CH3:40])[CH3:38].O1CCCC1.S(=O)(=O)(O)O>>[CH3:38][CH:37]([CH2:39][CH3:40])[CH2:2][CH2:3][CH2:4][CH2:5][CH2:6][CH2:7][CH2:8][CH2:9][CH2:10][CH2:11][CH2:12][CH2:13][CH2:14][CH2:15][C:16]([OH:18])=[O:17]. Reported procedure: To a four-necked 50 mL of flask equipped with a refluxing condenser tube, a 10 mL of dropping funnel, a magnetic stirrer and a temperature sensor, 15-bromopentadecanoic acid of 1.01 g (3.14 mmol) and 18-crown-6 of 823.3 mg (1.0 eq) were added and dried under reduced pressure. Under argon atmosphere, copper bromide (I) of 13.3 mg (0.03 eq) and anhydrous tetrahydrofuran of 6 mL were added to dissolve the materials. At room temperature, sec-butyl magnesium bromide of 7.85 mL (2.5 eq, 1.0M tetrahydr... Starting materials: BrC1=C(C#N)C=CC=C1 (2-bromobenzonitrile), C(C)NCC (diethylamine), NN (hydrazine), S (hydrogen sulfide), Cl (hydrochloric acid), N(=O)[O-].[Na+] (sodium nitrite). Run in C(C)O (ethanol). Reaction conditions: temperature 60 celsius, time 22 hour. Product: BrC1=C(C=CC=C1)C1=NN=NN1 (5-(2-bromophenyl)tetrazole). Yield: 144.7%. Reaction SMILES: [Br:1][C:2]1[CH:9]=[CH:8][CH:7]=[CH:6][C:3]=1[C:4]#[N:5].C([NH:12]CC)C.[NH2:15][NH2:16].S.Cl.N([O-])=O.[Na+]>C(O)C>[Br:1][C:2]1[CH:9]=[CH:8][CH:7]=[CH:6][C:3]=1[C:4]1[NH:5][N:12]=[N:16][N:15]=1 |f:5.6|. Procedure: Into a mixture of 5.0 g (27.5 mmol) of 2-bromobenzonitrile, 30 g of ethanol, 1.10 g (15 mmol) of diethylamine and 1.76 g (55 mmol) of anhydrous hydrazine was bubbled 0.58 g (17 mmol) of hydrogen sulfide gas at room temperature, followed by stirring at 60° C. for 22 hours. The resulting reaction mixture was concentrated, dried and dissolved in 110 g of N,N-dimethylformamide and 50.3 g (138 mmol) of 10% hydrochloric acid added thereto, followed by cooling to 5° C. Then, 19.0 g (55 mmol) of 20% sod... The reactants are FC(C(F)(F)F)(C1=NN(C=N1)CO)F (3-(pentafluoroethyl)-1H-1,2,4-triazole 1-ylmethanol), S(=O)(Cl)Cl (thionyl chloride). Run in ClCCl (dichloromethane). Conditions: time 8 hour. Product: ClCN1N=C(N=C1)C(C(F)(F)F)(F)F (1-(chloromethyl)-3-(pentafluoroethyl)-1H-1,2,4-triazole). As a reaction SMILES: [F:1][C:2]([F:14])([C:7]1[N:11]=[CH:10][N:9]([CH2:12]O)[N:8]=1)[C:3]([F:6])([F:5])[F:4].S(Cl)([Cl:17])=O>ClCCl>[Cl:17][CH2:12][N:9]1[CH:10]=[N:11][C:7]([C:2]([F:14])([F:1])[C:3]([F:6])([F:5])[F:4])=[N:8]1. Procedure: 1.52 g of 3-(pentafluoroethyl)-1H-1,2,4-triazole 1-ylmethanol was dissolved to 50 ml of dichloromethane, and 2.7 ml of thionyl chloride was added to the solution, followed by stirring at room temperature for overnight. The reaction mixture was concentrated under reduced pressure to obtain 1.36 g of 1-(chloromethyl)-3-(pentafluoroethyl)-1H-1,2,4-triazole. Starting materials: CC(C)(C)OC(=O)N1CCC(O)(C(F)(F)F)C1, O, O=S(Cl)Cl, c1ccncc1. Yields the product CC(C)(C)OC(=O)N1CCC(C(F)(F)F)C1. RXN SMILES: [C:1]([CH3:2])([CH3:3])([CH3:4])[O:5][C:6](=[O:7])[N:8]1[CH2:9][C:10]([C:13]([F:14])([F:15])[F:16])([OH:17])[CH2:11][CH2:12]1.[OH2:22].[S:18]([Cl:19])([Cl:20])=[O:21].[cH:23]1[cH:24][cH:25][n:26][cH:27][cH:28]1>>[C:1]([CH3:2])([CH3:3])([CH3:4])[O:5][C:6](=[O:7])[N:8]1[CH2:9][CH:10]([C:13]([F:14])([F:15])[F:16])[CH2:11][CH2:12]1.